Dataset: the Open Reaction Database (ORD), a public repository of structured organic reaction records. Task: describe an organic reaction: reactants, conditions, products, and yield Starting materials: CC#N, NC1CCc2ccccc21, CCN(C(C)C)C(C)C, CCNC(=O)c1nc(-c2cccc(CBr)c2)cnc1N. Product: CCNC(=O)c1nc(-c2cccc(CNC3CCc4ccccc43)c2)cnc1N. RXN SMILES: [CH3:40][C:41]#[N:42].[CH:21]1([NH2:30])[CH2:22][CH2:23][c:24]2[cH:25][cH:26][cH:27][cH:28][c:29]21.[CH:31]([N:32]([CH:33]([CH3:34])[CH3:35])[CH2:36][CH3:37])([CH3:38])[CH3:39].[NH2:1][c:2]1[c:3]([C:16](=[O:17])[NH:18][CH2:19][CH3:20])[n:4][c:5](-[c:8]2[cH:9][c:10]([CH2:14][Br:15])[cH:11][cH:12][cH:13]2)[cH:6][n:7]1>>[NH2:1][c:2]1[c:3]([C:16](=[O:17])[NH:18][CH2:19][CH3:20])[n:4][c:5](-[c:8]2[cH:9][c:10]([CH2:14][NH:30][CH:21]3[CH2:22][CH2:23][c:24]4[cH:25][cH:26][cH:27][cH:28][c:29]43)[cH:11][cH:12][cH:13]2)[cH:6][n:7]1. Starting materials: CC1(C)OCc2cc(C3CN(CCc4ccc(OCCOS(C)(=O)=O)cc4)C(=O)O3)ccc2O1, C[Si](C)(C)CCOCN(C1CCCCC1)S(=O)(=O)c1cccc(CO)c1, [H-], [Na+], O=P([O-])([O-])[O-], CN(C)C=O, O. The product is CC1(C)OCc2cc(C3CN(CCc4ccc(OCCOCc5cccc(S(=O)(=O)N(COCC[Si](C)(C)C)C6CCCCC6)c5)cc4)C(=O)O3)ccc2O1. Reaction SMILES: [CH3:29][S:30]([O:31][CH2:34][CH2:35][O:36][c:37]1[cH:38][cH:39][c:40]([CH2:43][CH2:44][N:45]2[C:46](=[O:62])[O:47][CH:48]([c:50]3[cH:51][c:52]4[c:53]([cH:60][cH:61]3)[O:54][C:55]([CH3:58])([CH3:59])[O:56][CH2:57]4)[CH2:49]2)[cH:41][cH:42]1)(=[O:32])=[O:33].[CH:1]1([N:7]([S:8](=[O:9])(=[O:10])[c:11]2[cH:12][c:13]([CH2:17][OH:18])[cH:14][cH:15][cH:16]2)[CH2:19][O:20][CH2:21][CH2:22][Si:23]([CH3:24])([CH3:25])[CH3:26])[CH2:2][CH2:3][CH2:4][CH2:5][CH2:6]1.[H-:27].[Na+:28].[O-:63][P:64](=[O:65])([O-:66])[O-:67].[O:68]=[CH:69][N:70]([CH3:71])[CH3:72].[OH2:73]>>[CH:1]1([N:7]([S:8](=[O:9])(=[O:10])[c:11]2[cH:12][c:13]([CH2:17][O:18][CH2:34][CH2:35][O:36][c:37]3[cH:38][cH:39][c:40]([CH2:43][CH2:44][N:45]4[C:46](=[O:62])[O:47][CH:48]([c:50]5[cH:51][c:52]6[c:53]([cH:60][cH:61]5)[O:54][C:55]([CH3:58])([CH3:59])[O:56][CH2:57]6)[CH2:49]4)[cH:41][cH:42]3)[cH:14][cH:15][cH:16]2)[CH2:19][O:20][CH2:21][CH2:22][Si:23]([CH3:24])([CH3:25])[CH3:26])[CH2:2][CH2:3][CH2:4][CH2:5][CH2:6]1. Reactants: BrCCCCC12C(NC=3C=CC=C(C13)CCC2)=O (2a-(4-bromobutyl)-2a,3,4,5-tetrahydro-1H-benz[cd]indol-2-one), C([O-])([O-])=O.[K+].[K+] (potassium carbonate), C(C)(=O)OCC (ethyl acetate). Run in CN(C=O)C (N,N-dimethylformamide). Yields the product O1C=CC=2CN(CCC21)CCCCC21C(NC=3C=CC=C(C23)CCC1)=O (2a-(4-(4,5,6,7-Tetrahydro-furo[3,2-c]pyridin-5-yl)butyl)-2a,3,4,5-tetrahydro-1H-benz[cd]indol-2-one). Reaction SMILES: Br[CH2:2][CH2:3][CH2:4][CH2:5][C:6]12[CH2:17][CH2:16][CH2:15][C:13]3[C:14]1=[C:9]([CH:10]=[CH:11][CH:12]=3)[NH:8][C:7]2=[O:18].C(=O)([O-])[O-].[K+].[K+].[C:25]([O:28][CH2:29][CH3:30])(=O)[CH3:26]>CN(C)C=O>[O:28]1[C:25]2[CH2:26][CH2:9][N:8]([CH2:2][CH2:3][CH2:4][CH2:5][C:6]34[CH2:17][CH2:16][CH2:15][C:13]5[C:14]3=[C:9]([CH:10]=[CH:11][CH:12]=5)[NH:8][C:7]4=[O:18])[CH2:7][C:6]=2[CH:30]=[CH:29]1 |f:1.2.3|. Procedure: 5-Benzyl-4,5,6,7-tetrahydro-furo[3,2-c]pyridine (410 mg, 1.9 mmol) was dissolved in ethanol (4 ml), and the solution was mixed with 10% palladium on activated carbon (80 mg) and stirred at room temperature for 15 hours in an atmosphere of hydrogen. The reaction solution was filtered to remove 10% palladium on activated carbon, and the solvent was removed by evaporation under a reduced pressure to obtain crude 4,5,6,7-tetrahydro-furo[3,2-c]pyridine. This compound and 2a-(4-bromobutyl)-2a,3,4,5-te... Starting materials: solution, C(C)(C)(C)OC(=O)N1C([C@@H](C[C@@H]1CO)C1=CC=C(C=C1)OCC1=CC=CC=C1)=O ((3S,5R)-3-(4-benzyloxyphenyl)-5-hydroxymethyl-2-oxo-pyrrolidine-1-carboxylic acid tert-butyl ester), I(=O)(=O)(=O)O (periodic acid). Reagents/catalysts: I(=O)(=O)(=O)O.[O-2].[O-2].[O-2].[Cr+6] (periodic acid chromium trioxide), [O-2].[O-2].[O-2].[Cr+6] (chromium trioxide). Run in C(C)#N (acetonitrile), C(C)#N (acetonitrile), C(Cl)Cl (methylene chloride). Conditions: temperature 0 celsius, time 2 hour. The product is C(C1=CC=CC=C1)OC1=CC=C(C=C1)[C@@H]1C[C@@H](NC1=O)C(=O)O ((2R, 4S)-4-(4-Benzyloxyphenyl)-5-oxo-pyrrolidine-2-carboxylic acid). As a reaction SMILES: I(O)(=O)(=O)=[O:2].C(OC([N:13]1[C@@H:17]([CH2:18][OH:19])[CH2:16][C@@H:15]([C:20]2[CH:25]=[CH:24][C:23]([O:26][CH2:27][C:28]3[CH:33]=[CH:32][CH:31]=[CH:30][CH:29]=3)=[CH:22][CH:21]=2)[C:14]1=[O:34])=O)(C)(C)C>C(#N)C.C(Cl)Cl.[O-2].[O-2].[O-2].[Cr+6].I(O)(=O)(=O)=O.[O-2].[O-2].[O-2].[Cr+6]>[CH2:27]([O:26][C:23]1[CH:22]=[CH:21][C:20]([C@H:15]2[C:14](=[O:34])[NH:13][C@@H:17]([C:18]([OH:2])=[O:19])[CH2:16]2)=[CH:25][CH:24]=1)[C:28]1[CH:29]=[CH:30][CH:31]=[CH:32][CH:33]=1 |f:4.5.6.7,8.9.10.11.12|. Reported procedure: A solution containing 6.0 g of periodic acid and chromium trioxide (13 mg) in wet acetonitrile (60 mL; 0.75 volume % water) was prepared. A portion of this solution (15 mL) was added dropwise to a solution of (3S,5R)-3-(4-benzyloxyphenyl)-5-hydroxymethyl-2-oxo-pyrrolidine-1-carboxylic acid tert-butyl ester (1.02 g, 2.57 mmol) in wet acetonitrile (15 mL; 0.75 volume % water) at 0° C. The reaction mixture was stirred at 0° C. for 2 hours. At this time, more of the periodic acid/chromium trioxide s... Starting materials: C, CO, [Na+], [Pd], O=C([O-])COc1ccc(CCNS(=O)(=O)c2ccccc2)cc1[N+](=O)[O-]. Yields the product [Na+], Nc1cc(CCNS(=O)(=O)c2ccccc2)ccc1OCC(=O)[O-]. As a reaction SMILES: [C:30].[CH3:28][OH:29].[Na+:27].[Pd:31].[c:1]1([S:7](=[O:8])(=[O:9])[NH:10][CH2:11][CH2:12][c:13]2[cH:14][c:15]([N+:24]([O-:25])=[O:26])[c:16]([O:17][CH2:18][C:19](=[O:20])[O-:21])[cH:22][cH:23]2)[cH:2][cH:3][cH:4][cH:5][cH:6]1>>[Na+:27].[c:1]1([S:7](=[O:8])(=[O:9])[NH:10][CH2:11][CH2:12][c:13]2[cH:14][c:15]([NH2:24])[c:16]([O:17][CH2:18][C:19](=[O:20])[O-:21])[cH:22][cH:23]2)[cH:2][cH:3][cH:4][cH:5][cH:6]1. Reactants: CN(C)C=O, O=C(O)c1ccc2nc3c(c(=O)n2c1)CSC3, C1CCOC1. The product is NC(=O)c1ccc2nc3c(c(=O)n2c1)CSC3. RXN SMILES: [CH3:18][N:19]([CH3:20])[CH:21]=[O:22].[O:1]=[c:2]1[c:3]2[c:4]([n:5][c:6]3[n:7]1[cH:8][c:9]([C:12](=[O:13])[OH:14])[cH:10][cH:11]3)[CH2:15][S:16][CH2:17]2.[O:23]1[CH2:24][CH2:25][CH2:26][CH2:27]1>>[O:1]=[c:2]1[c:3]2[c:4]([n:5][c:6]3[n:7]1[cH:8][c:9]([C:12](=[O:13])[NH2:19])[cH:10][cH:11]3)[CH2:15][S:16][CH2:17]2. The reactants are Cc1cc(O)c(C(=O)c2ccccc2)cc1C, COc1cc2nccc(Cl)c2cc1OC, Clc1ccccc1Cl. Yields the product COc1cc2nccc(Oc3cc(C)c(C)cc3C(=O)c3ccccc3)c2cc1OC, Cl. RXN SMILES: [CH3:1][c:2]1[cH:3][c:4]([OH:17])[c:5]([C:9](=[O:10])[c:11]2[cH:12][cH:13][cH:14][cH:15][cH:16]2)[cH:6][c:7]1[CH3:8].[Cl:18][c:19]1[cH:20][cH:21][n:22][c:23]2[cH:24][c:25]([O:31][CH3:32])[c:26]([O:29][CH3:30])[cH:27][c:28]12.[Cl:33][c:34]1[cH:35][cH:36][cH:37][cH:38][c:39]1[Cl:40]>>[CH3:1][c:2]1[cH:3][c:4]([O:17][c:19]2[cH:20][cH:21][n:22][c:23]3[cH:24][c:25]([O:31][CH3:32])[c:26]([O:29][CH3:30])[cH:27][c:28]23)[c:5]([C:9](=[O:10])[c:11]2[cH:12][cH:13][cH:14][cH:15][cH:16]2)[cH:6][c:7]1[CH3:8].[ClH:18].